Dataset: the Open Reaction Database (ORD), a public repository of structured organic reaction records. Task: describe an organic reaction: reactants, conditions, products, and yield Reaction SMILES: [OH:1][C@:2]1([C:13]2[S:14][C:15]([C:18]3[CH:23]=[C:22]([NH:24][C:25]4[N:30]=[C:29]([C:31]([F:34])([F:33])[F:32])[CH:28]=[CH:27][N:26]=4)[CH:21]=[C:20]([CH3:35])[CH:19]=3)=[CH:16][N:17]=2)[CH2:7][CH2:6][C@H:5]([C:8]([OH:10])=[O:9])[C:4]([CH3:12])([CH3:11])[CH2:3]1.[OH-].[K+:37]>C(#N)C.O>[OH:1][C@:2]1([C:13]2[S:14][C:15]([C:18]3[CH:23]=[C:22]([NH:24][C:25]4[N:30]=[C:29]([C:31]([F:33])([F:34])[F:32])[CH:28]=[CH:27][N:26]=4)[CH:21]=[C:20]([CH3:35])[CH:19]=3)=[CH:16][N:17]=2)[CH2:7][CH2:6][C@H:5]([C:8]([O-:10])=[O:9])[C:4]([CH3:11])([CH3:12])[CH2:3]1.[K+:37] |f:1.2,5.6|. Run in C(C)#N (acetonitrile), O (water), O (water). Run at temperature 35 celsius. Procedure: (1S,4R)-4-hydroxy-2,2-dimethyl-4-[5-(3-methyl-5-{[4-(trifluoromethyl)pyrimidin-2-yl]amino}phenyl)-1,3-thiazol-2-yl]cyclohexanecarboxylic acid (9.8 mg, 0.019 mmol) was dissolved in acetonitrile (20 μL) and water (20 μL). Potassium hydroxide (19 μL, 0.019 mmol) was added, and the mixture was heated to 35° C. for 10 min. The mixture was allowed to cool to room temperature, diluted with water, froze to a solid, and lyophilized to dryness to afford potassium (1S,4R)-4-hydroxy-2,2-dimethyl-4-[5-(3-met... The reactants are O[C@]1(CC([C@H](CC1)C(=O)O)(C)C)C=1SC(=CN1)C1=CC(=CC(=C1)NC1=NC=CC(=N1)C(F)(F)F)C ((1S,4R)-4-hydroxy-2,2-dimethyl-4-[5-(3-methyl-5-{[4-(trifluoromethyl)pyrimidin-2-yl]amino}phenyl)-1,3-thiazol-2-yl]cyclohexanecarboxylic acid), [OH-].[K+] (Potassium hydroxide). The product is O[C@]1(CC([C@H](CC1)C(=O)[O-])(C)C)C=1SC(=CN1)C1=CC(=CC(=C1)NC1=NC=CC(=N1)C(F)(F)F)C.[K+] (potassium (1S,4R)-4-hydroxy-2,2-dimethyl-4-[5-(3-methyl-5-{[4-(trifluoromethyl)pyrimidin-2-yl]amino}phenyl)-1,3-thiazol-2-yl]cyclohexanecarboxylate). The reactants are C(=O)(O)C(CC1=CC=C(C=C1)C1=NC=CC=C1S(=O)(=O)N(C1=NC=C(N=C1OC)C)C(=O)OCC(C)C)(C)C (2-[4-(2-carboxy-2-methylpropyl)phenyl]-N-(isobutoxycarbonyl)-N-(3-methoxy-5-methylpyrazin-2-yl)pyridine-3-sulphonamide), C[O-].[Na+] (sodium methoxide). The solvent is CO (methanol). Product: C(=O)(O)C(CC1=CC=C(C=C1)C1=NC=CC=C1S(=O)(=O)NC1=NC=C(N=C1OC)C)(C)C (2-[4-(2-carboxy-2-methylpropyl)phenyl]-N-(3-methoxy-5-methylpyrazin-2-yl)pyridine-3-sulphonamide). Isolated yield 42.7%. RXN SMILES: [C:1]([C:4]([CH3:39])([CH3:38])[CH2:5][C:6]1[CH:11]=[CH:10][C:9]([C:12]2[C:17]([S:18]([N:21](C(OCC(C)C)=O)[C:22]3[C:27]([O:28][CH3:29])=[N:26][C:25]([CH3:30])=[CH:24][N:23]=3)(=[O:20])=[O:19])=[CH:16][CH:15]=[CH:14][N:13]=2)=[CH:8][CH:7]=1)([OH:3])=[O:2].C[O-].[Na+]>CO>[C:1]([C:4]([CH3:39])([CH3:38])[CH2:5][C:6]1[CH:11]=[CH:10][C:9]([C:12]2[C:17]([S:18]([NH:21][C:22]3[C:27]([O:28][CH3:29])=[N:26][C:25]([CH3:30])=[CH:24][N:23]=3)(=[O:19])=[O:20])=[CH:16][CH:15]=[CH:14][N:13]=2)=[CH:8][CH:7]=1)([OH:3])=[O:2] |f:1.2|. Procedure: 2-[4-(2-carboxy-2-methylpropyl)phenyl]-N-(isobutoxycarbonyl)-N-(3-methoxy-5-methylpyrazin-2-yl)pyridine-3-sulphonamide (334 mg) was dissolved in methanol (10 ml) and sodium methoxide (324 mg) was added. The solution was heated to reflux for 4 hours, cooled and evaporated to dryness. The residue was partitioned between water (20 ml) and ethyl acetate (15 ml) and the organic layer was separated and washed with water (20 ml). The combined aqueous phases were acidified with 2M hydrochloric acid and ... Starting materials: CC(C)(C)C(=O)Oc1cccnc1 (substrate), c2ccc1ocnc1c2 (effective_coupling_partner). Reagents/catalysts: dcype. Run at temperature 120 celsius, time 12 hour. The product is c3cncc(c2nc1ccccc1o2)c3.